Dataset: the Open Reaction Database (ORD), a public repository of structured organic reaction records. Task: describe an organic reaction: reactants, conditions, products, and yield The reactants are O(C1[C@@H](O)[C@@H](O)[C@H](O)[C@H](O1)CO)C1=CC=C(C=C1)[N+](=O)[O-] (paranitrophenyl mannopyranoside), C(C)(=O)[O-].[Na+] (sodium acetate), II, II, C1CC(C2C(C(CN2C1)O)O)O (swainsonine hydrochloride). Yields the product C1C[C@H]([C@@H]2[C@@H]([C@@H](CN2C1)O)O)O (swainsonine). RXN SMILES: O(C1C=CC([N+]([O-])=O)=CC=1)C1O[C@H](CO)[C@@H](O)[C@H](O)[C@@H]1O.C([O-])(=O)C.[Na+].[CH2:27]1[CH2:35][N:34]2[CH:30]([CH:31]([OH:37])[CH:32]([OH:36])[CH2:33]2)[CH:29]([OH:38])[CH2:28]1>>[CH2:27]1[CH2:35][N:34]2[C@@H:30]([C@H:31]([OH:37])[C@H:32]([OH:36])[CH2:33]2)[C@H:29]([OH:38])[CH2:28]1 |f:1.2|. Procedure: The test compound swainsonine is prepared by 0.4 serial dilution of a 40 μM stock. Present in each determination is 10 μl diluted test compound, 25 μl of 10 mM paranitrophenyl mannopyranoside, 200 mM sodium acetate, pH 5.6 and 15 μl of purified rat liver Golgi mannosidase II. After incubating the reaction for 60 minutes at 37° C., the reaction is quenched with 50 μl of 0.5 M sodium carbonate. Absorption is read at 405 mn. After subtracting the blank from positive controls and samples, the sample...